This data is from the Open Reaction Database (ORD), a public repository of structured organic reaction records. The task is: describe an organic reaction: reactants, conditions, products, and yield Starting materials: CCO, [Na+], [OH-], COC(=O)c1ccc2oc3cc(C(C)O)ccc3c(=O)c2c1. Yields the product CC(O)c1ccc2c(=O)c3cc(C(=O)O)ccc3oc2c1. As a reaction SMILES: [CH3:25][CH2:26][OH:27].[Na+:24].[OH-:23].[OH:1][CH:2]([CH3:3])[c:4]1[cH:5][c:6]2[o:7][c:8]3[cH:9][cH:10][c:11]([C:19](=[O:20])[O:21][CH3:22])[cH:12][c:13]3[c:14](=[O:18])[c:15]2[cH:16][cH:17]1>>[OH:1][CH:2]([CH3:3])[c:4]1[cH:5][c:6]2[o:7][c:8]3[cH:9][cH:10][c:11]([C:19](=[O:20])[OH:21])[cH:12][c:13]3[c:14](=[O:18])[c:15]2[cH:16][cH:17]1. Starting materials: C1CCOC1, CCOC(C)=O, Cl, O=C1CCCC1. Yields the product CCOC(=O)CC1(O)CCCC1. As a reaction SMILES: [CH2:14]1[O:15][CH2:16][CH2:17][CH2:18]1.[CH3:8][CH2:9][O:10][C:11]([CH3:12])=[O:13].[ClH:7].[O:1]=[C:2]1[CH2:3][CH2:4][CH2:5][CH2:6]1>>[OH:1][C:2]1([CH2:12][C:11]([O:10][CH2:9][CH3:8])=[O:13])[CH2:3][CH2:4][CH2:5][CH2:6]1. Reported procedure: 2.2 g (0.7 mmol) of 4-(3-bromo-4-methoxy-phenyl)-1-tert-butyldimethylsilylpyrrolidin-2-one in 30 ml of absolute tetrahydrofuran is combined at -70° C. with 8.2 ml (0.7 ml) of a butyllithium solution in hexane. The mixture is allowed to warm up to 0° C., agitated at this temperature for 10 minutes, and again cooled to -70° C. Then a solution of 0.48 g of cyclopentanone in 10 ml of tetrahydrofuran is added dropwise thereto, the mixture is allowed to warm gradually to 0° C., and stirred at this tem... Run at temperature 0 celsius, time 10 minute. Solvent: CCCCCC (hexane), O1CCCC1 (tetrahydrofuran), O1CCCC1 (tetrahydrofuran). RXN SMILES: Br[C:2]1[CH:3]=[C:4]([CH:10]2[CH2:14][N:13]([Si](C(C)(C)C)(C)C)[C:12](=[O:22])[CH2:11]2)[CH:5]=[CH:6][C:7]=1[O:8][CH3:9].C([Li])CCC.[C:28]1(=[O:33])[CH2:32][CH2:31][CH2:30][CH2:29]1.O>O1CCCC1.CCCCCC>[CH3:9][O:8][C:7]1[CH:6]=[CH:5][C:4]([CH:10]2[CH2:14][NH:13][C:12](=[O:22])[CH2:11]2)=[CH:3][C:2]=1[C:28]1([OH:33])[CH2:32][CH2:31][CH2:30][CH2:29]1. Reactants: C(CCC)[Li] (butyllithium), C1(CCCC1)=O (cyclopentanone), BrC=1C=C(C=CC1OC)C1CC(N(C1)[Si](C)(C)C(C)(C)C)=O (4-(3-bromo-4-methoxy-phenyl)-1-tert-butyldimethylsilylpyrrolidin-2-one), O (water). Product: COC1=C(C=C(C=C1)C1CC(NC1)=O)C1(CCCC1)O (4-[4-methoxy-3-(1-hydroxycyclopent-1-yl)phenyl]pyrrolidin-2-one). Isolated yield 57.1%. Starting materials: C(C=C)(=O)Cl (Acrylic acid chloride), O (water), OCCCCCCOC1=CC=C(C=C1)C(C(=O)O)C ((4-(6-Hydroxyhexyloxy)phenyl)propionic acid), CN(C1=CC=CC=C1)C (N,N-dimethylaniline). Run in C(C)(=O)OCC (ethyl acetate), O1CCOCC1 (dioxane), C1(=CC=CC=C1)C (toluene). Conditions: temperature 60 celsius, time 10 minute. The product is C(C=C)(=O)OCCCCCCOC1=CC=C(C=C1)C(C(=O)O)C ((4-(6-acryloyloxyhexyloxy)phenyl)propionic acid). The yield is 88.5%. As a reaction SMILES: [OH:1][CH2:2][CH2:3][CH2:4][CH2:5][CH2:6][CH2:7][O:8][C:9]1[CH:14]=[CH:13][C:12]([CH:15]([CH3:19])[C:16]([OH:18])=[O:17])=[CH:11][CH:10]=1.CN(C)C1C=CC=CC=1.[C:29](Cl)(=[O:32])[CH:30]=[CH2:31].O>O1CCOCC1.C1(C)C=CC=CC=1.C(OCC)(=O)C>[C:29]([O:1][CH2:2][CH2:3][CH2:4][CH2:5][CH2:6][CH2:7][O:8][C:9]1[CH:10]=[CH:11][C:12]([CH:15]([CH3:19])[C:16]([OH:18])=[O:17])=[CH:13][CH:14]=1)(=[O:32])[CH:30]=[CH2:31]. Reported procedure: (4-(6-Hydroxyhexyloxy)phenyl)propionic acid (200 g), N,N-dimethylaniline (100 g) and BHT (0.3 g) were dissolved in dioxane (1,000 mL). Acrylic acid chloride (74.3 g) was added dropwise thereto over 10 minutes, followed by agitating at 60° C. for 5 hours. The reaction solution was poured into water, to which ethyl acetate was added, followed by agitating. The ethyl acetate layer was separated, washed with water, and then dried over anhydrous magnesium sulfate. The solvent was distilled off from t... Starting materials: C1CCOC1, CC(=O)O, C[Si](C)(C)[N-][Si](C)(C)C, O=[N+]([O-])c1c(Cl)nc(Cl)nc1N1CCOCC1, Nc1cncnc1, [Na+], O. Product: O=[N+]([O-])c1c(Nc2cncnc2)nc(Cl)nc1N1CCOCC1. RXN SMILES: [CH2:39]1[O:40][CH2:41][CH2:42][CH2:43]1.[CH3:35][C:36](=[O:37])[OH:38].[CH3:9][Si:10]([N-:11][Si:12]([CH3:13])([CH3:14])[CH3:15])([CH3:16])[CH3:17].[Cl:18][c:19]1[n:20][c:21]([Cl:34])[c:22]([N+:31](=[O:32])[O-:33])[c:23]([N:25]2[CH2:26][CH2:27][O:28][CH2:29][CH2:30]2)[n:24]1.[NH2:1][c:2]1[cH:3][n:4][cH:5][n:6][cH:7]1.[Na+:8].[OH2:44]>>[NH:1]([c:2]1[cH:3][n:4][cH:5][n:6][cH:7]1)[c:21]1[n:20][c:19]([Cl:18])[n:24][c:23]([N:25]2[CH2:26][CH2:27][O:28][CH2:29][CH2:30]2)[c:22]1[N+:31](=[O:32])[O-:33]. The reactants are OC1=C(C(N(C2=NC=CC=C12)C1=CC=CC=C1)=O)C(CC1=C(C=C(C=C1)OC)OC)=O (4-hydroxy-3-[1-oxo-2-(2,4-dimethoxyphenyl)ethyl]-1-phenyl-1,8-naphthyridin-2 (1H)-one), O.NN (hydrazine monohydrate). Solvent: CN(C)C=O (DMF). Yields the product COC1=C(CC2=NNC3=C2C(N(C=2N=CC=CC32)C3=CC=CC=C3)=O)C=CC(=C1)OC (3-(2,4-dimethoxybenzyl)-5-phenyl-1H-pyrazolo[4,3-c][1,8]naphthyridin-4 (5H)-one). Yield: 87.9%. As a reaction SMILES: O[C:2]1[C:11]2[C:6](=[N:7][CH:8]=[CH:9][CH:10]=2)[N:5]([C:12]2[CH:17]=[CH:16][CH:15]=[CH:14][CH:13]=2)[C:4](=[O:18])[C:3]=1[C:19](=O)[CH2:20][C:21]1[CH:26]=[CH:25][C:24]([O:27][CH3:28])=[CH:23][C:22]=1[O:29][CH3:30].O.[NH2:33][NH2:34]>CN(C=O)C>[CH3:30][O:29][C:22]1[CH:23]=[C:24]([O:27][CH3:28])[CH:25]=[CH:26][C:21]=1[CH2:20][C:19]1[C:3]2[C:4](=[O:18])[N:5]([C:12]3[CH:13]=[CH:14][CH:15]=[CH:16][CH:17]=3)[C:6]3[N:7]=[CH:8][CH:9]=[CH:10][C:11]=3[C:2]=2[NH:34][N:33]=1 |f:1.2|. Procedure details: To a suspension of 4-hydroxy-3-[1-oxo-2-(2,4-dimethoxyphenyl)ethyl]-1-phenyl-1,8-naphthyridin-2 (1H)-one (100 mg, 0.24 mmol, prepared in Synthetic Example 24) in DMF (2 ml) was added hydrazine monohydrate (80%, 50 μl, 1.25 mmol, 5.2 eq.), and the mixture was treated in the same manner as in Example 24 to give 3-(2,4-dimethoxybenzyl)-5-phenyl-1H-pyrazolo[4,3-c][1,8]naphthyridin-4 (5H)-one (87 mg, 87%). The reactants are O=C([O-])O, CC1=C(c2ccc(-n3ccnc3C)c([N+](=O)[O-])c2)CNC1=O, CCO, [Na+], O, O, Cl[Sn]Cl. Product: CC1=C(c2ccc(-n3ccnc3C)c(N)c2)CNC1=O. RXN SMILES: [C:28](=[O:29])([OH:30])[O-:31].[CH3:1][C:2]1=[C:6]([c:7]2[cH:8][c:9]([N+:19]([O-:20])=[O:21])[c:10](-[n:13]3[c:14]([CH3:18])[n:15][cH:16][cH:17]3)[cH:11][cH:12]2)[CH2:5][NH:4][C:3]1=[O:22].[CH3:33][CH2:34][OH:35].[Na+:32].[OH2:23].[OH2:24].[Sn:25]([Cl:26])[Cl:27]>>[CH3:1][C:2]1=[C:6]([c:7]2[cH:8][c:9]([NH2:19])[c:10](-[n:13]3[c:14]([CH3:18])[n:15][cH:16][cH:17]3)[cH:11][cH:12]2)[CH2:5][NH:4][C:3]1=[O:22].